From a dataset of the Open Reaction Database (ORD), a public repository of structured organic reaction records. describe an organic reaction: reactants, conditions, products, and yield The reactants are [Al+3], CCc1ccc(Cc2cccc3cc(C(=O)OC)c(Br)cc23)cc1, CCOCC, [H-], [H-], [H-], [H-], [Li+], O. The product is CCc1ccc(Cc2cccc3cc(CO)c(Br)cc23)cc1. As a reaction SMILES: [Al+3:26].[Br:1][c:2]1[c:3]([C:21](=[O:22])[O:23][CH3:24])[cH:4][c:5]2[cH:6][cH:7][cH:8][c:9]([CH2:12][c:13]3[cH:14][cH:15][c:16]([CH2:19][CH3:20])[cH:17][cH:18]3)[c:10]2[cH:11]1.[CH3:32][CH2:33][O:34][CH2:35][CH3:36].[H-:25].[H-:28].[H-:29].[H-:30].[Li+:27].[OH2:31]>>[Br:1][c:2]1[c:3]([CH2:21][OH:22])[cH:4][c:5]2[cH:6][cH:7][cH:8][c:9]([CH2:12][c:13]3[cH:14][cH:15][c:16]([CH2:19][CH3:20])[cH:17][cH:18]3)[c:10]2[cH:11]1. The reactants are C12(CC3CC(CC(C1)C3)C2)C2=CC=C(OCC(=O)O)C=C2 (4-adamantan-1-yl-phenoxy acetic acid), NC=1C=C(C(=O)N)C=CC1 (3-amino benzamide), C=1C=CC2=C(C1)N=NN2O (HOBt), CCN(C(C)C)C(C)C (DIPEA). The solvent is CN(C)C=O (DMF). Reaction conditions: time 8 hour. Product: C12(CC3CC(CC(C1)C3)C2)C2=CC=C(OCC(=O)NC=3C=C(C(=O)N)C=CC3)C=C2 (3-[2-(4-Adamantan-1-yl-phenoxy)acetyl-amino]-benzamide). Isolated yield 89.6%. RXN SMILES: [C:1]12([C:11]3[CH:21]=[CH:20][C:14]([O:15][CH2:16][C:17](O)=[O:18])=[CH:13][CH:12]=3)[CH2:10][CH:5]3[CH2:6][CH:7]([CH2:9][CH:3]([CH2:4]3)[CH2:2]1)[CH2:8]2.[NH2:22][C:23]1[CH:24]=[C:25]([CH:29]=[CH:30][CH:31]=1)[C:26]([NH2:28])=[O:27].C1C=CC2N(O)N=NC=2C=1.CCN(C(C)C)C(C)C>CN(C=O)C>[C:1]12([C:11]3[CH:21]=[CH:20][C:14]([O:15][CH2:16][C:17]([NH:22][C:23]4[CH:24]=[C:25]([CH:29]=[CH:30][CH:31]=4)[C:26]([NH2:28])=[O:27])=[O:18])=[CH:13][CH:12]=3)[CH2:2][CH:3]3[CH2:9][CH:7]([CH2:6][CH:5]([CH2:4]3)[CH2:10]1)[CH2:8]2. Reported procedure: To a solution of the 4-adamantan-1-yl-phenoxy acetic acid (114.6 mg, 0.40 mmol) and 3-amino benzamide (81.7 mg, 0.60 mmol) ware dissolved in DMF (4.0 mL), and were added EDCHCl (115.1 mg, 0.60 mmol), HOBt (81.1 mg, 0.60 mmol) and DIPEA (0.15 mL, 0.60 mmol). The reaction mixture was stirred overnight and then partitioned between Ethyl acetate and brine. The organic phase was dried (MgSO4 anh), and concentrated. The residue was purified by silica gel column chromatography (n-Hexane:Ethyl acetate:M... Starting materials: CC1=CC=C(C=C1)S(=O)(=O)OCCC(C1=CC=C(C=C1)F)C1=CC=C(C=C1)F (3,3-bis(4-fluorophenyl)propyl 4-methylbenzenesulfonate), [Br-].[Li+] (lithium bromide). Run in CC(=O)C (acetone), CCOCC (Et2O). Run at time 17 hour. The product is BrCCC(C1=CC=C(C=C1)F)C1=CC=C(C=C1)F (3-bromo-1,1-bis(4-fluorophenyl)propane). As a reaction SMILES: CC1C=CC(S(O[CH2:12][CH2:13][CH:14]([C:22]2[CH:27]=[CH:26][C:25]([F:28])=[CH:24][CH:23]=2)[C:15]2[CH:20]=[CH:19][C:18]([F:21])=[CH:17][CH:16]=2)(=O)=O)=CC=1.[Br-:29].[Li+]>CC(C)=O.CCOCC>[Br:29][CH2:12][CH2:13][CH:14]([C:22]1[CH:27]=[CH:26][C:25]([F:28])=[CH:24][CH:23]=1)[C:15]1[CH:20]=[CH:19][C:18]([F:21])=[CH:17][CH:16]=1 |f:1.2|. Reported procedure: To a solution of 3,3-bis(4-fluorophenyl)propyl 4-methylbenzenesulfonate, prepared in the previous step, in acetone (100 mL) was added lithium bromide (17.83 g, 205 mmol). The reaction mixture was stirred at room temperature for 17 h, and concentrated. The crude reaction mixture was diluted with Et2O, washed with water (2×), brine (1×), dried over MgSO4, filtered, and concentrated. Purification by flash column chromatography on silica gel (eluted with 0% to 20% EtOAc in hexanes) gave 3-bromo-1,1-... Starting materials: C(C1=CC=CC=C1)[C@H]1N(CC[C@@H](C1)N(C(C(F)(F)F)=O)CC1=CC=NC2=CC=CC=C12)C(C1=C(C=CC=C1Cl)Cl)=O ((2R*,4S*)-2-benzyl-1-(2,6-dichlorobenzoyl)-N-(4-quinolylmethyl)-N-trifluoroacetyl-4-piperidinamine), [OH-].[Na+] (sodium hydroxide). Solvent: O1CCCC1 (tetrahydrofuran), CO (methanol). Product: C(C1=CC=CC=C1)[C@H]1N(CC[C@@H](C1)NCC1=CC=NC2=CC=CC=C12)C(C1=C(C=CC=C1Cl)Cl)=O ((2R*,4S*)-2-benzyl-1-(2,6-dichlorobenzoyl)-N-(4-quinolylmethyl)-4-piperidinamine). As a reaction SMILES: [CH2:1]([C@@H:8]1[CH2:13][C@@H:12]([N:14]([CH2:21][C:22]2[C:31]3[C:26](=[CH:27][CH:28]=[CH:29][CH:30]=3)[N:25]=[CH:24][CH:23]=2)C(=O)C(F)(F)F)[CH2:11][CH2:10][N:9]1[C:32](=[O:41])[C:33]1[C:38]([Cl:39])=[CH:37][CH:36]=[CH:35][C:34]=1[Cl:40])[C:2]1[CH:7]=[CH:6][CH:5]=[CH:4][CH:3]=1.[OH-].[Na+]>O1CCCC1.CO>[CH2:1]([C@@H:8]1[CH2:13][C@@H:12]([NH:14][CH2:21][C:22]2[C:31]3[C:26](=[CH:27][CH:28]=[CH:29][CH:30]=3)[N:25]=[CH:24][CH:23]=2)[CH2:11][CH2:10][N:9]1[C:32](=[O:41])[C:33]1[C:34]([Cl:40])=[CH:35][CH:36]=[CH:37][C:38]=1[Cl:39])[C:2]1[CH:7]=[CH:6][CH:5]=[CH:4][CH:3]=1 |f:1.2|. Reported procedure: 138 mg (0.230 mmol) of (2R*,4S*)-2-benzyl-1-(2,6-dichlorobenzoyl)-N-(4-quinolylmethyl)-N-trifluoroacetyl-4-piperidinamine are reacted in analogy to Example 40 with 18.4 mg (0.460 mmol) of sodium hydroxide in 1.5 ml of tetrahydrofuran and 1.5 ml of methanol. The title compound ##STR68## is obtained (56 mg, 48%) as white foam. TLC: methylene chloride/methanol/conc. ammonia (700:50:1) Rf =0.50, FD-MS: M+ =503,505. Reactants: C(CCC)[Li] (n-butyl lithium), COC=1C=C(C=CC1)NC(C(C)(C)C)=O (N-(3-methoxyphenyl)-2,2-dimethyl-propaneamide), C(C(=O)OCC)(=O)OCC (diethyl oxalate). Solvent: O (Water), O1CCCC1 (tetrahydrofuran), CCCCCC (hexane), O (water). Conditions: time 2 hour. The product is C(C)C1=C(C=CC=C1OC)NC(C(C)(C)C)=O.O=CC(=O)[O-] (ethyl 2-(2,2-dimethylpropanoylamino)-6-methoxybenzene α-oxoacetate). RXN SMILES: [CH2:1]([Li])[CH2:2]CC.[CH3:6][O:7][C:8]1[CH:9]=[C:10]([NH:14][C:15](=[O:20])[C:16]([CH3:19])([CH3:18])[CH3:17])[CH:11]=[CH:12][CH:13]=1.[C:21](OCC)(=[O:27])[C:22]([O:24]CC)=[O:23]>O1CCCC1.O.CCCCCC>[CH2:1]([C:9]1[C:8]([O:7][CH3:6])=[CH:13][CH:12]=[CH:11][C:10]=1[NH:14][C:15](=[O:20])[C:16]([CH3:17])([CH3:19])[CH3:18])[CH3:2].[O:27]=[CH:21][C:22]([O-:24])=[O:23] |f:6.7|. Procedure: Under argon atmosphere and water cooling, 43 ml of a hexane solution of 1.6M n-butyl lithium was added dropwise to a solution of 5.75 g of N-(3-methoxyphenyl)-2,2-dimethyl-propaneamide [synthesized according to R. M. Soll et al., Journal of Organic Chemistry, 53, 2844 (1988)] in 100 ml of tetrahydrofuran. After the mixture was stirred under ice cooling for 2 hours, 18 ml of diethyl oxalate was added to the mixture, and the resulting mixture was stirred at room temperature for additional 2 hours....